From a dataset of the Open Reaction Database (ORD), a public repository of structured organic reaction records. describe an organic reaction: reactants, conditions, products, and yield The reactants are Cl.ClC=1C=C(C=NC1OCC(F)(F)F)C(C)N ((+)-1-(5-chloro-6-(2,2,2-trifluoroethoxy)pyridin-3-yl)ethanamine hydrochloride), BrC=1C=C(C(=O)O)C=C(N1)C (2-bromo-6-methylisonicotinic acid). The product is BrC=1C=C(C(=O)NC(C)C=2C=NC(=C(C2)Cl)OCC(F)(F)F)C=C(N1)C (2-bromo-N-(1-(5-chloro-6-(2,2,2-trifluoroethoxy)pyridin-3-yl)ethyl)-6-methylisonicotinamide). Yield: 83.0%. Reaction SMILES: Cl.[Cl:2][C:3]1[CH:4]=[C:5]([CH:15]([NH2:17])[CH3:16])[CH:6]=[N:7][C:8]=1[O:9][CH2:10][C:11]([F:14])([F:13])[F:12].[Br:18][C:19]1[CH:20]=[C:21]([CH:25]=[C:26]([CH3:28])[N:27]=1)[C:22](O)=[O:23]>>[Br:18][C:19]1[CH:20]=[C:21]([CH:25]=[C:26]([CH3:28])[N:27]=1)[C:22]([NH:17][CH:15]([C:5]1[CH:6]=[N:7][C:8]([O:9][CH2:10][C:11]([F:12])([F:13])[F:14])=[C:3]([Cl:2])[CH:4]=1)[CH3:16])=[O:23] |f:0.1|. Procedure details: The title compound is prepared in 83% yield (387 mg, a yellow solid) from (+)-1-(5-chloro-6-(2,2,2-trifluoroethoxy)pyridin-3-yl)ethanamine hydrochloride (300 mg, 1.0 mmol, Amine-5, single enantiomer) and 2-bromo-6-methylisonicotinic acid (223 mg, 1.0 mmol) by the similar manner in Step-1 of Example 8. The reactants are C(C)OC(=O)N=C=S (ethoxycarbonyl isothiocyanate), C(C)OC(=O)N=C=S (Ethoxycarbonyl isothiocyanate), N1=C(C=CC=C1)COC(CNC=1N=CNC1C(=O)N)C (4-{[2-(pyridin-2-ylmethoxy)propyl]amino}-1H-imidazole-5-carboxamide), CO (methanol). The solvent is ClCCl (dichloromethane). Conditions: temperature 100 celsius, time 0.5 hour. Yields the product N1=C(C=CC=C1)COC(CN1C(NC(C=2NC=NC12)=O)=S)C (3-[2-(Pyridin-2-ylmethoxy)propyl]-2-thioxo-1,2,3,7-tetrahydro-6H-purin-6-one). Yield: 9.4%. Reaction SMILES: C(O[C:4]([N:6]=[C:7]=[S:8])=[O:5])C.[N:9]1[CH:14]=[CH:13][CH:12]=[CH:11][C:10]=1[CH2:15][O:16][CH:17]([CH3:28])[CH2:18][NH:19][C:20]1[N:21]=[CH:22][NH:23][C:24]=1C(N)=O.CO>ClCCl>[N:9]1[CH:14]=[CH:13][CH:12]=[CH:11][C:10]=1[CH2:15][O:16][CH:17]([CH3:28])[CH2:18][N:19]1[C:20]2[N:21]=[CH:22][NH:23][C:24]=2[C:4](=[O:5])[NH:6][C:7]1=[S:8]. Procedure details: Ethoxycarbonyl isothiocyanate (0.246 mL, 2.18 mmol) was added to a suspension of 4-{[2-(pyridin-2-ylmethoxy)propyl]amino}-1H-imidazole-5-carboxamide (0.500 g, 1.82 mmol, obtained from Example 20(c)) in dichloromethane (10 mL). After 0.5 h, methanol (2 mL) was added. The solvent was removed in vacuo and acetone (5 mL) and another portion of ethoxycarbonyl isothiocyanate (0.246 mL, 2.18 mmol) were added. After o.n. stirring, the reaction was concentrated in vacuo. To the residue was added 1 N NaOH... The reactants are C(C)OC(=O)N1CCC(CC1)C1=CN(C2=NC=CC=C21)CCOC (4-[1-(2-methoxyethyl)-1H-pyrrolo[2,3-b]pyridin-3-yl]-piperidine-1-carboxylic acid ethyl ester), [OH-].[K+] (potassium hydroxide). Solvent: C(C)(C)O (isopropanol). Product: COCCN1C=C(C=2C1=NC=CC2)N2CCCCC2 (1-(2-methoxyethyl)-3-piperidinyl-1H-pyrrolo[2,3-b]pyridine). Reaction SMILES: C(OC(N1CCC([C:12]2[C:20]3[C:15](=[N:16][CH:17]=[CH:18][CH:19]=3)[N:14]([CH2:21][CH2:22][O:23][CH3:24])[CH:13]=2)CC1)=O)C.[OH-].[K+]>C(O)(C)C>[CH3:24][O:23][CH2:22][CH2:21][N:14]1[C:15]2=[N:16][CH:17]=[CH:18][CH:19]=[C:20]2[C:12]([N:16]2[CH2:17][CH2:18][CH2:19][CH2:20][CH2:15]2)=[CH:13]1 |f:1.2|. Procedure: 0.86 g (2.59 mmol) of 4-[1-(2-methoxyethyl)-1H-pyrrolo[2,3-b]pyridin-3-yl]-piperidine-1-carboxylic acid ethyl ester were added to a solution of 1.71 g (25.9 mmol) of potassium hydroxide in 25 ml of isopropanol. The mixture was refluxed for 20 hours. The solvent was distilled off and cold water was added. This solution was acidified with concentrated hydrochloric acid and then basified with 8 N aqueous sodium hydroxide solution. This aqueous solution was extracted twice with ethyl acetate. The or... Starting materials: Brc1cncc(-c2noc(-c3ccccn3)n2)c1, OCCCO, COCCOC, ClCCl, [Na+], [Na+], O=C([O-])[O-], c1ccc(P(c2ccccc2)(c2ccccc2)[Pd](P(c2ccccc2)(c2ccccc2)c2ccccc2)(P(c2ccccc2)(c2ccccc2)c2ccccc2)P(c2ccccc2)(c2ccccc2)c2ccccc2)cc1, OB(O)c1cccnc1. The product is c1ccc(-c2nc(-c3cncc(-c4cccnc4)c3)no2)nc1. Reaction SMILES: [Br:1][c:2]1[cH:3][c:4](-[c:8]2[n:9][o:10][c:11](-[c:13]3[n:14][cH:15][cH:16][cH:17][cH:18]3)[n:12]2)[cH:5][n:6][cH:7]1.[CH2:19]([OH:20])[CH2:21][CH2:22][OH:23].[CH3:33][O:34][CH2:35][CH2:36][O:37][CH3:38].[Cl:45][CH2:46][Cl:47].[Na+:39].[Na+:40].[O-:41][C:42](=[O:43])[O-:44].[cH:48]1[cH:49][cH:50][c:51]([P:52]([Pd:53]([P:54]([c:55]2[cH:56][cH:57][cH:58][cH:59][cH:60]2)([c:61]2[cH:62][cH:63][cH:64][cH:65][cH:66]2)[c:67]2[cH:68][cH:69][cH:70][cH:71][cH:72]2)([P:73]([c:74]2[cH:75][cH:76][cH:77][cH:78][cH:79]2)([c:80]2[cH:81][cH:82][cH:83][cH:84][cH:85]2)[c:86]2[cH:87][cH:88][cH:89][cH:90][cH:91]2)[P:92]([c:93]2[cH:94][cH:95][cH:96][cH:97][cH:98]2)([c:99]2[cH:100][cH:101][cH:102][cH:103][cH:104]2)[c:105]2[cH:106][cH:107][cH:108][cH:109][cH:110]2)([c:111]2[cH:112][cH:113][cH:114][cH:115][cH:116]2)[c:117]2[cH:118][cH:119][cH:120][cH:121][cH:122]2)[cH:123][cH:124]1.[n:24]1[cH:25][c:26]([B:30]([OH:31])[OH:32])[cH:27][cH:28][cH:29]1>>[c:2]1(-[c:26]2[cH:25][n:24][cH:29][cH:28][cH:27]2)[cH:3][c:4](-[c:8]2[n:9][o:10][c:11](-[c:13]3[n:14][cH:15][cH:16][cH:17][cH:18]3)[n:12]2)[cH:5][n:6][cH:7]1.